From a dataset of the Open Reaction Database (ORD), a public repository of structured organic reaction records. describe an organic reaction: reactants, conditions, products, and yield Starting materials: C(C1=CC=CC=C1)=NNC1=CC(=C(C(=C1)Cl)CC1=CC=C(C=C1)C(C1=CC=C(C=C1)Cl)=O)Cl (1-benzylidene-2-{4-[4-(4-chlorobenzoyl)benzyl]-3,5-dichlorophenyl}hydrazine), COC(CN=C=O)OC (2,2-dimethoxyethyl isocyanate), DBU(1,8-diazabicyclo[5.4.0]undec-7-ene). Run in C(C)#N (acetonitrile). Product: C(C1=CC=CC=C1)=NN(C(=O)NCC(OC)OC)C1=CC(=C(C(=C1)Cl)CC1=CC=C(C=C1)C(C1=CC=C(C=C1)Cl)=O)Cl (1-benzylidene-2-{4-[4-(4-chlorobenzoyl)benzyl]-3,5-dichlorophenyl}-4-(2,2-dimethoxy)ethyl semicarbazide). Isolated yield 75.0%. As a reaction SMILES: [CH:1](=[N:8][NH:9][C:10]1[CH:15]=[C:14]([Cl:16])[C:13]([CH2:17][C:18]2[CH:23]=[CH:22][C:21]([C:24](=[O:32])[C:25]3[CH:30]=[CH:29][C:28]([Cl:31])=[CH:27][CH:26]=3)=[CH:20][CH:19]=2)=[C:12]([Cl:33])[CH:11]=1)[C:2]1[CH:7]=[CH:6][CH:5]=[CH:4][CH:3]=1.[CH3:34][O:35][CH:36]([O:41][CH3:42])[CH2:37][N:38]=[C:39]=[O:40]>C(#N)C>[CH:1](=[N:8][N:9]([C:10]1[CH:11]=[C:12]([Cl:33])[C:13]([CH2:17][C:18]2[CH:23]=[CH:22][C:21]([C:24](=[O:32])[C:25]3[CH:26]=[CH:27][C:28]([Cl:31])=[CH:29][CH:30]=3)=[CH:20][CH:19]=2)=[C:14]([Cl:16])[CH:15]=1)[C:39]([NH:38][CH2:37][CH:36]([O:41][CH3:42])[O:35][CH3:34])=[O:40])[C:2]1[CH:3]=[CH:4][CH:5]=[CH:6][CH:7]=1. Procedure: In 15 ml of acetonitrile was suspended 1.00 g of 1-benzylidene-2-{4-[4-(4-chlorobenzoyl)benzyl]-3,5-dichlorophenyl}hydrazine, and 0.40 g of 2,2-dimethoxyethyl isocyanate was added, and then 15 ml of DBU(1,8-diazabicyclo[5.4.0]undec-7-ene) was added. The mixture was reacted at 20 to 25° C. for 1 hour, and precipitated crystals were collected by filtration to give the above-identified compound as colorless crystals (yield: 75%). The reactants are CN(CCN1C2=C(SCC1)C=CC(=C2)[N+](=O)[O-])C (N,N-dimethyl-2-(6-nitro-2H-benzo[b][1,4]thiazin-4(3H)-yl)ethanamine), I.S1C(=CC=C1)C(=N)SC (methyl thiophene-2-carbimidothioate hydroiodide). Reagents/catalysts: [Pd] (palladium). The solvent is C(C)O (ethanol), ClCCl (dichloromethane). Reaction conditions: time 90 minute. The product is CN(CCN1C2=C(SCC1)C=CC(=C2)NC(=N)C=2SC=CC2)C (N-(4-(2-(dimethylamino)ethyl)-3,4-dihydro-2H-benzo[b][1,4]thiazin-6-yl)thiophene-2-carboximidamide). The yield is 62.6%. As a reaction SMILES: [CH3:1][N:2]([CH3:18])[CH2:3][CH2:4][N:5]1[CH2:10][CH2:9][S:8][C:7]2[CH:11]=[CH:12][C:13]([N+:15]([O-])=O)=[CH:14][C:6]1=2.I.[S:20]1[CH:24]=[CH:23][CH:22]=[C:21]1[C:25](SC)=[NH:26]>C(O)C.ClCCl.[Pd]>[CH3:1][N:2]([CH3:18])[CH2:3][CH2:4][N:5]1[CH2:10][CH2:9][S:8][C:7]2[CH:11]=[CH:12][C:13]([NH:15][C:25]([C:21]3[S:20][CH:24]=[CH:23][CH:22]=3)=[NH:26])=[CH:14][C:6]1=2 |f:1.2|. Reported procedure: A suspension of N,N-dimethyl-2-(6-nitro-2H-benzo[b][1,4]thiazin-4(3H)-yl)ethanamine (75 mg, 0.281 mmol) and palladium, 10 wt. % on activated carbon (29.9 mg, 0.028 mmol) in ethanol (5 mL) was stirred at room temperature under an atmosphere of hydrogen (balloon pressure) for 90 minutes. During this time, the yellow color of the reaction dissipated. To this mixture was then added methyl thiophene-2-carbimidothioate hydroiodide (160 mg, 0.561 mmol), and the resulting suspension was stirred overnigh... Starting materials: BrC=1C=2N(C=CC1)N=C(N2)N (8-bromo-[1,2,4]triazolo[1, 5-a]pyridin-2-amine), IC1=CC=C(C(=O)OC)C=C1 (methyl 4-iodobenzoate), C([O-])([O-])=O.[Cs+].[Cs+] (cesium carbonate), C1(=CC=CC=C1)P(C1=CC=CC=2C(C3=CC=CC(=C3OC12)P(C1=CC=CC=C1)C1=CC=CC=C1)(C)C)C1=CC=CC=C1 (4,5-bis(diphenylphosphino)-9,9-dimethylxanthene). The reagents and catalysts are C(C)(=O)[O-].[Pd+2].C(C)(=O)[O-] (palladium (II) acetate). The solvent is ClCCl (dichloromethane), O1CCOCC1 (dioxane). Reaction conditions: temperature 80 celsius. Yields the product BrC=1C=2N(C=CC1)N=C(N2)NC2=CC=C(C(=O)OC)C=C2 (methyl 4-(8-bromo-[1,2,4]triazolo[1,5-a]pyridin-2-ylamino)benzoate). Isolated yield 68.7%. RXN SMILES: [Br:1][C:2]1[C:3]2[N:4]([N:8]=[C:9]([NH2:11])[N:10]=2)[CH:5]=[CH:6][CH:7]=1.I[C:13]1[CH:22]=[CH:21][C:16]([C:17]([O:19][CH3:20])=[O:18])=[CH:15][CH:14]=1.C(=O)([O-])[O-].[Cs+].[Cs+].C1(P(C2C=CC=CC=2)C2C3OC4C(=CC=CC=4P(C4C=CC=CC=4)C4C=CC=CC=4)C(C)(C)C=3C=CC=2)C=CC=CC=1>O1CCOCC1.ClCCl.C([O-])(=O)C.[Pd+2].C([O-])(=O)C>[Br:1][C:2]1[C:3]2[N:4]([N:8]=[C:9]([NH:11][C:13]3[CH:22]=[CH:21][C:16]([C:17]([O:19][CH3:20])=[O:18])=[CH:15][CH:14]=3)[N:10]=2)[CH:5]=[CH:6][CH:7]=1 |f:2.3.4,8.9.10|. Procedure: A suspension of 8-bromo-[1,2,4]triazolo[1, 5-a]pyridin-2-amine (2.8 g, 13.2 mmol, 1 equiv), methyl 4-iodobenzoate (3.4 g, 13 mmol, 1.0 equiv), cesium carbonate (8.4 g, 26 mmol, 2.0 equiv), 4,5-bis(diphenylphosphino)-9,9-dimethylxanthene (763 mg, 1.32 mmol, 0.10 equiv), and palladium (II) acetate (300 mg, 1.32 mmol, 0.10 equiv) in dioxane (100 mL) was heated at 80° C. for 1 h. The reaction mixture was cooled to room temperature and diluted with dichloromethane (100 mL). The resulting solids were ...